Dataset: the Open Reaction Database (ORD), a public repository of structured organic reaction records. Task: describe an organic reaction: reactants, conditions, products, and yield Reactants: Nc1nc(N)c(CCCCc2ccc(C(=O)O)cc2)c(=O)[nH]1, O=P(Cl)(Cl)Cl. The product is Nc1nc(N)c(CCCCc2ccc(C(=O)O)cc2)c(Cl)n1. As a reaction SMILES: [NH2:1][c:2]1[nH:3][c:4](=[O:22])[c:5]([CH2:9][CH2:10][CH2:11][CH2:12][c:13]2[cH:14][cH:15][c:16]([C:17](=[O:18])[OH:19])[cH:20][cH:21]2)[c:6]([NH2:8])[n:7]1.[P:23]([Cl:24])([Cl:25])([Cl:26])=[O:27]>>[NH2:1][c:2]1[n:3][c:4]([Cl:25])[c:5]([CH2:9][CH2:10][CH2:11][CH2:12][c:13]2[cH:14][cH:15][c:16]([C:17](=[O:18])[OH:19])[cH:20][cH:21]2)[c:6]([NH2:8])[n:7]1. Starting materials: ClC1=NN=C(C2=CC=C(C=C12)OC)C1=CC(=C(C=C1)OC)OC (1-chloro-4-(3,4-dimethoxyphenyl)-7-methoxyphthalazine), NC1CCN(CC1)CC1=CC2=CC=CC=C2C=C1 (4-amino-1-(naphthalen-2-ylmethyl)piperidine). Product: COC=1C=C(C=CC1OC)C1=NN=C(C2=CC(=CC=C12)OC)NC1CCN(CC1)CC1=CC2=CC=CC=C2C=C1 (4-(3,4-Dimethoxyphenyl)-7-methoxy-N-[1-(naphthalen-2-ylmethyl)piperidin-4-yl]phthalazin-1-amine). RXN SMILES: Cl[C:2]1[C:11]2[C:6](=[CH:7][CH:8]=[C:9]([O:12][CH3:13])[CH:10]=2)[C:5]([C:14]2[CH:19]=[CH:18][C:17]([O:20][CH3:21])=[C:16]([O:22][CH3:23])[CH:15]=2)=[N:4][N:3]=1.[NH2:24][CH:25]1[CH2:30][CH2:29][N:28]([CH2:31][C:32]2[CH:41]=[CH:40][C:39]3[C:34](=[CH:35][CH:36]=[CH:37][CH:38]=3)[CH:33]=2)[CH2:27][CH2:26]1>>[CH3:23][O:22][C:16]1[CH:15]=[C:14]([C:5]2[C:6]3[C:11](=[CH:10][C:9]([O:12][CH3:13])=[CH:8][CH:7]=3)[C:2]([NH:24][CH:25]3[CH2:26][CH2:27][N:28]([CH2:31][C:32]4[CH:41]=[CH:40][C:39]5[C:34](=[CH:35][CH:36]=[CH:37][CH:38]=5)[CH:33]=4)[CH2:29][CH2:30]3)=[N:3][N:4]=2)[CH:19]=[CH:18][C:17]=1[O:20][CH3:21]. Reported procedure: This compound is obtained according to the procedure described in 1.4. by reacting 1-chloro-4-(3,4-dimethoxyphenyl)-7-methoxyphthalazine with 4-amino-1-(naphthalen-2-ylmethyl)piperidine. Reactants: CCO, FC1(F)Oc2c(CC3CCC4(CC3)OCCO4)cccc2C1(F)F. Product: FC1(F)Oc2c(C=C3CCC4(CC3)OCCO4)cccc2C1(F)F. Reaction SMILES: [CH3:25][CH2:26][OH:27].[F:1][C:2]1([F:24])[O:3][c:4]2[c:5]([cH:9][cH:10][cH:11][c:12]2[CH2:13][CH:14]2[CH2:15][CH2:16][C:17]3([O:18][CH2:19][CH2:20][O:21]3)[CH2:22][CH2:23]2)[C:6]1([F:7])[F:8]>>[F:1][C:2]1([F:24])[O:3][c:4]2[c:5]([cH:9][cH:10][cH:11][c:12]2[CH:13]=[C:14]2[CH2:15][CH2:16][C:17]3([O:18][CH2:19][CH2:20][O:21]3)[CH2:22][CH2:23]2)[C:6]1([F:7])[F:8]. RXN SMILES: [Br:1][C:2]1[C:3](=[O:9])[NH:4][C:5](=[O:8])[NH:6][CH:7]=1.[I-].[Na+].C(=O)([O-])[O-].[K+].[K+].[CH2:18](Br)[C:19]#[CH:20].[C:22]1(C)[CH:27]=CC=C[CH:23]=1>O.CN(C=O)C>[CH2:18]([C:7]1[NH:6][C:5](=[O:8])[N:4]([CH2:27][C:22]#[CH:23])[C:3](=[O:9])[C:2]=1[Br:1])[C:19]#[CH:20] |f:1.2,3.4.5|. The product is C(C#C)C1=C(C(N(C(N1)=O)CC#C)=O)Br (bis(2-propynyl)-5-bromouracil). Starting materials: BrC=1C(NC(NC1)=O)=O (5-bromouracil), C(C#C)Br (propargyl bromide), [I-].[Na+] (sodium iodide), C1(=CC=CC=C1)C (toluene), C([O-])([O-])=O.[K+].[K+] (potassium carbonate). Reaction conditions: time 10 minute. Solvent: CN(C)C=O (DMF), O (water). Procedure: 5 g of 5-bromouracil (26.18 mmole) available from Aldrich Chemical Co., 0.196 g of sodium iodide (1.31 mmole), and 35 mL of DMF were added to a 200 mL two-necked round bottomed flask. The mixture was stirred for 10 minutes. 5.065 g of potassium carbonate (36.65 mmole) was added to the mixture. Then 8.3687 g of 80% propargyl bromide available from Aldrich Chemical Co. in toluene was added dropwise over 1.5 hours. The mixture was stirred at room temperature for 16 hours to yield a milky solution. ...